Dataset: the Open Reaction Database (ORD), a public repository of structured organic reaction records. Task: describe an organic reaction: reactants, conditions, products, and yield Starting materials: B([O-])([O-])[O-].[Na+].[Na+].[Na+] (sodium borate), N (ammonia), B([O-])([O-])[O-].[Na+].[Na+].[Na+] (sodium borate), borax, N (ammonia). Yields the product [Na+].[NH4+] (ammonium sodium salt), oxyacid, B([O-])([O-])[O-].[Na+].[Na+].[Na+] (sodium borate). RXN SMILES: [NH3:1].[B:2]([O-:5])([O-:4])[O-:3].[Na+:6].[Na+].[Na+]>>[Na+:6].[NH4+:1].[B:2]([O-:5])([O-:4])[O-:3].[Na+:6].[Na+:6].[Na+:6] |f:1.2.3.4,5.6,7.8.9.10|. Procedure details: About 100 parts by weight of powdered borax (Na2B4O7 ·4H2O) are added to 100 parts by weight of concentrated aqueous ammonia containing 25% ammonia while agitating. The mixture is reacted for about 4 hours at ambient temperature and pressure thereby hydrolyzing the sodium borate and splitting the molecules into smaller molecules. The ammonia reacts with the sodium borate to produce an ammonium sodium salt of polyboron oxyacid and polyammonium sodium borate which is dried and pulverized into a po... The reactants are Cc1cccc(C(=O)C(Br)c2ccc3ncccc3c2)n1, Br, O=C([O-])O, CC(=O)[O-], CN(C)C=O, [K+], [Na+]. Yields the product CC(=O)OC(C(=O)c1cccc(C)n1)c1ccc2ncccc2c1. Reaction SMILES: [Br:2][CH:3]([C:4](=[O:5])[c:6]1[n:7][c:8]([CH3:12])[cH:9][cH:10][cH:11]1)[c:13]1[cH:14][c:15]2[cH:16][cH:17][cH:18][n:19][c:20]2[cH:21][cH:22]1.[BrH:1].[C:28](=[O:29])([O-:30])[OH:31].[CH3:24][C:25]([O-:26])=[O:27].[CH3:33][N:34]([CH3:35])[CH:36]=[O:37].[K+:23].[Na+:32]>>[CH:3]([C:4](=[O:5])[c:6]1[n:7][c:8]([CH3:12])[cH:9][cH:10][cH:11]1)([c:13]1[cH:14][c:15]2[cH:16][cH:17][cH:18][n:19][c:20]2[cH:21][cH:22]1)[O:27][C:25]([CH3:24])=[O:26]. The reactants are ClCCl, CS(=O)(=O)Cl, NCc1cccc2cc(S(=O)(=O)c3ccccc3)ccc12, c1ccncc1. The product is CS(=O)(=O)NCc1cccc2cc(S(=O)(=O)c3ccccc3)ccc12. As a reaction SMILES: [CH2:27]([Cl:28])[Cl:29].[CH3:22][S:23]([Cl:24])(=[O:25])=[O:26].[c:1]1([S:7](=[O:8])(=[O:9])[c:10]2[cH:11][c:12]3[cH:13][cH:14][cH:15][c:16]([CH2:20][NH2:21])[c:17]3[cH:18][cH:19]2)[cH:2][cH:3][cH:4][cH:5][cH:6]1.[cH:30]1[cH:31][cH:32][n:33][cH:34][cH:35]1>>[c:1]1([S:7](=[O:8])(=[O:9])[c:10]2[cH:11][c:12]3[cH:13][cH:14][cH:15][c:16]([CH2:20][NH:21][S:23]([CH3:22])(=[O:25])=[O:26])[c:17]3[cH:18][cH:19]2)[cH:2][cH:3][cH:4][cH:5][cH:6]1.